Task: describe an organic reaction: reactants, conditions, products, and yield. Dataset: the Open Reaction Database (ORD), a public repository of structured organic reaction records Starting materials: N1(CCNCC1)C(=O)OCC1=CC=CC=C1 (benzyl piperazine-1-carboxylate), N1(CCCCCC1)C1=NC(=NC(=C1)Cl)N[C@@H]1[C@H](N(CC1)C(=O)OC(C)(C)C)CCC=O (tert-butyl (2R,3S)-3-[(4-azepan-1-yl-6-chloropyrimidin-2-yl)amino]-2-(3-oxopropyl)pyrrolidine-1-carboxylate). The product is N1(CCCCCC1)C1=NC(=NC=C1)N[C@@H]1[C@H](N(CC1)C1CCCCC1)CCCN1CCNCC1 (4-(1-azepanyl)-N-{(2R,3S)-1-cyclohexyl-2-[3-(1-piperazinyl)propyl]-3-pyrrolidinyl}-2-pyrimidinamine). RXN SMILES: [N:1]1([C:7](OCC2C=CC=CC=2)=O)[CH2:6][CH2:5][NH:4][CH2:3][CH2:2]1.[N:17]1([C:24]2[CH:29]=[C:28](Cl)[N:27]=[C:26]([NH:31][C@H:32]3[CH2:36][CH2:35][N:34]([C:37](OC(C)(C)C)=O)[C@@H:33]3[CH2:44][CH2:45]C=O)[N:25]=2)[CH2:23][CH2:22][CH2:21][CH2:20][CH2:19][CH2:18]1>>[N:17]1([C:24]2[CH:29]=[CH:28][N:27]=[C:26]([NH:31][C@H:32]3[CH2:36][CH2:35][N:34]([CH:37]4[CH2:22][CH2:21][CH2:20][CH2:19][CH2:18]4)[C@@H:33]3[CH2:44][CH2:45][CH2:7][N:1]3[CH2:2][CH2:3][NH:4][CH2:5][CH2:6]3)[N:25]=2)[CH2:18][CH2:19][CH2:20][CH2:21][CH2:22][CH2:23]1. Procedure details: The same procedure as a series of reactions of Example 21→Example 16→Example 21→Example 20 was carried out, except that benzyl piperazine-1-carboxylate was used in place of the compound 20 and the compound 40 was used in place of cyclohexanone in the process of Example 21, to obtain the title compound (1.13 g) having the following physical properties. Starting materials: [Br-], Cn1cc(C(=O)OC(C)(C)C)cc1C=NS(=O)C(C)(C)C, C[Mg+], ClCCl. The product is CC(NS(=O)C(C)(C)C)c1cc(C(=O)OC(C)(C)C)cn1C. RXN SMILES: [Br-:22].[C:1]([CH3:2])([CH3:3])([CH3:4])[S:5](=[O:6])[N:7]=[CH:8][c:9]1[cH:10][c:11]([C:15](=[O:16])[O:17][C:18]([CH3:19])([CH3:20])[CH3:21])[cH:12][n:13]1[CH3:14].[CH3:23][Mg+:24].[Cl:25][CH2:26][Cl:27]>>[C:1]([CH3:2])([CH3:3])([CH3:4])[S:5](=[O:6])[NH:7][CH:8]([c:9]1[cH:10][c:11]([C:15](=[O:16])[O:17][C:18]([CH3:19])([CH3:20])[CH3:21])[cH:12][n:13]1[CH3:14])[CH3:23]. Reactants: O=C([O-])[O-], COc1cc2c(Oc3ccc(NC(=O)NCCC(C)(C)C)c(F)c3)ccnc2cc1O, CN(C)C=O, ClCCBr, [K+], [K+]. Product: COc1cc2c(Oc3ccc(NC(=O)NCCC(C)(C)C)c(F)c3)ccnc2cc1OCCCl. RXN SMILES: [C:32](=[O:33])([O-:34])[O-:35].[CH3:1][C:2]([CH2:3][CH2:4][NH:5][C:6](=[O:7])[NH:8][c:9]1[c:10]([F:29])[cH:11][c:12]([O:15][c:16]2[cH:17][cH:18][n:19][c:20]3[cH:21][c:22]([OH:28])[c:23]([O:26][CH3:27])[cH:24][c:25]23)[cH:13][cH:14]1)([CH3:30])[CH3:31].[CH3:42][N:43]([CH3:44])[CH:45]=[O:46].[Cl:38][CH2:39][CH2:40][Br:41].[K+:36].[K+:37]>>[CH3:1][C:2]([CH2:3][CH2:4][NH:5][C:6](=[O:7])[NH:8][c:9]1[c:10]([F:29])[cH:11][c:12]([O:15][c:16]2[cH:17][cH:18][n:19][c:20]3[cH:21][c:22]([O:28][CH2:40][CH2:39][Cl:38])[c:23]([O:26][CH3:27])[cH:24][c:25]23)[cH:13][cH:14]1)([CH3:30])[CH3:31]. Reactants: CNC, Cc1ccccc1, O=S([O-])C(F)(F)F, N#Cc1cc(N)n(-c2cc3c(cc2Cl)C(F)(F)C(F)(F)O3)n1, [Na+], O, Cc1ccc(S(=O)(=O)O)cc1, O=S(Cl)Cl. Yields the product N#Cc1nn(-c2cc3c(cc2Cl)C(F)(F)C(F)(F)O3)c(N)c1SC(F)(F)F. RXN SMILES: [CH3:42][NH:43][CH3:44].[CH3:49][c:50]1[cH:51][cH:52][cH:53][cH:54][cH:55]1.[F:23][C:24]([S:25]([O-:26])=[O:27])([F:28])[F:29].[NH2:1][c:2]1[cH:3][c:4]([C:21]#[N:22])[n:5][n:6]1-[c:7]1[cH:8][c:9]2[c:10]([cH:18][c:19]1[Cl:20])[C:11]([F:16])([F:17])[C:12]([F:14])([F:15])[O:13]2.[Na+:30].[OH2:56].[OH:31][S:32]([c:33]1[cH:34][cH:35][c:36]([CH3:37])[cH:38][cH:39]1)(=[O:40])=[O:41].[S:45]([Cl:46])([Cl:47])=[O:48]>>[NH2:1][c:2]1[c:3]([S:25][C:24]([F:23])([F:28])[F:29])[c:4]([C:21]#[N:22])[n:5][n:6]1-[c:7]1[cH:8][c:9]2[c:10]([cH:18][c:19]1[Cl:20])[C:11]([F:16])([F:17])[C:12]([F:14])([F:15])[O:13]2. The reactants are C(C)OC(=O)C1(CCN(CC1)CCC=C1C2=C(CCC3=C1C=CC=C3)C=CC=C2)C2=CC=CC=C2 (1-(3-(10,11-dihydro-5H-dibenzo[a,d]cyclohepten-5-ylidene)-1-propyl)-4-phenyl-4-piperidinecarboxylic acid ethyl ester), [OH-].[Na+] (sodium hydroxide). Run in C(C)O (ethanol). Run at temperature 40 celsius, time 20 hour. The product is C1=CC=CC=2C(C3=C(CCC21)C=CC=C3)=CCCN3CCC(CC3)(C(=O)O)C3=CC=CC=C3 (1-(3-(10,11-Dihydro-5H-dibenzo[a,d]cyclohepten-5-ylidene)-1-propyl)-4-phenyl-4-piperidinecarboxylic acid). Isolated yield 47.9%. As a reaction SMILES: C([O:3][C:4]([C:6]1([C:30]2[CH:35]=[CH:34][CH:33]=[CH:32][CH:31]=2)[CH2:11][CH2:10][N:9]([CH2:12][CH2:13][CH:14]=[C:15]2[C:21]3[CH:22]=[CH:23][CH:24]=[CH:25][C:20]=3[CH2:19][CH2:18][C:17]3[CH:26]=[CH:27][CH:28]=[CH:29][C:16]2=3)[CH2:8][CH2:7]1)=[O:5])C.[OH-].[Na+]>C(O)C>[CH:25]1[C:20]2[CH2:19][CH2:18][C:17]3[CH:26]=[CH:27][CH:28]=[CH:29][C:16]=3[C:15](=[CH:14][CH2:13][CH2:12][N:9]3[CH2:8][CH2:7][C:6]([C:30]4[CH:31]=[CH:32][CH:33]=[CH:34][CH:35]=4)([C:4]([OH:5])=[O:3])[CH2:11][CH2:10]3)[C:21]=2[CH:22]=[CH:23][CH:24]=1 |f:1.2|. Procedure: The above ester (4.75 g, 10.5 mmol) was dissolved in ethanol (40 ml) and 5 N sodium hydroxide (5 ml) was added. The mixture was stirred at 40° C. for 20 h, ethanol was evaporated in vacuo and water (50 ml) followed by acetic acid (4 ml) were added. The mixture was extracted with dichloromethane (100 ml), the organic phase was dried (MgSO4) and the solvent was evaporated in vacuo. The residue was crystallised from diethyl ether to give 2.2 g (45%) of the title compound as a solvate with water and... Starting materials: CS(=O)(=O)O, CO, O=C(O)C(F)(F)C(F)(F)C(F)(F)F. Product: COC(=O)C(F)(F)C(F)(F)C(F)(F)F. RXN SMILES: [CH3:14][S:15]([OH:16])(=[O:17])=[O:18].[CH3:19][OH:20].[OH:1][C:2](=[O:3])[C:4]([F:5])([F:6])[C:7]([F:8])([F:9])[C:10]([F:11])([F:12])[F:13]>>[O:1]([C:2](=[O:3])[C:4]([F:5])([F:6])[C:7]([F:8])([F:9])[C:10]([F:11])([F:12])[F:13])[CH3:14].